From a dataset of the Open Reaction Database (ORD), a public repository of structured organic reaction records. describe an organic reaction: reactants, conditions, products, and yield Reactants: CCO, NN, CC(C)(C)OC(=O)C(NCCN1C(=O)c2ccccc2C1=O)C(C)(C)C. Yields the product CC(C)(C)OC(=O)C(NCCN)C(C)(C)C. Reaction SMILES: [CH3:29][CH2:30][OH:31].[NH2:27][NH2:28].[O:1]=[C:2]1[N:3]([CH2:12][CH2:13][NH:14][CH:15]([C:16]([CH3:17])([CH3:18])[CH3:19])[C:20](=[O:21])[O:22][C:23]([CH3:24])([CH3:25])[CH3:26])[C:10](=[O:11])[c:5]2[c:4]1[cH:9][cH:8][cH:7][cH:6]2>>[NH2:3][CH2:12][CH2:13][NH:14][CH:15]([C:16]([CH3:17])([CH3:18])[CH3:19])[C:20](=[O:21])[O:22][C:23]([CH3:24])([CH3:25])[CH3:26].